From a dataset of the Open Reaction Database (ORD), a public repository of structured organic reaction records. describe an organic reaction: reactants, conditions, products, and yield The reactants are solution, BH3-Me2S, O=C1NC2CC3(CC(CC1C3)C2)NC(OC(C)(C)C)=O (tert-butyl (5-oxo-4-azatricyclo[4.3.1.13,8]undecan-1-yl)carbamate), CO (MeOH). The solvent is C1CCOC1 (THF), C1CCOC1 (THF). Product: C12(CC3NCC(CC(C1)C3)C2)NC(OC(C)(C)C)=O (tert-butyl 4-azatricyclo[4.3.1.13,8]undecan-1-ylcarbamate). RXN SMILES: O=[C:2]1[CH:10]2[CH2:11][C:6]3([NH:13][C:14](=[O:20])[O:15][C:16]([CH3:19])([CH3:18])[CH3:17])[CH2:7][CH:8]([CH2:12][CH:4]([CH2:5]3)[NH:3]1)[CH2:9]2.CO>C1COCC1>[C:6]12([NH:13][C:14](=[O:20])[O:15][C:16]([CH3:18])([CH3:17])[CH3:19])[CH2:11][CH:10]3[CH2:9][CH:8]([CH2:12][CH:4]([NH:3][CH2:2]3)[CH2:5]1)[CH2:7]2. Reported procedure: A 1.0 M solution of BH3-Me2S in THF (1 5 mmol) was added dropwise to a solution of amide 14B (0.125 mmol) in THF (5 mL). The reaction mixture was heated at reflux for 2 h and was allowed to cool to rt. MeOH (2 mL) was cautiously added and the reaction mixture was concentrated. The residue was triturated with DCM (3×10 mL) and the combined organic layers were dried (Na2SO4) and concentrated to provide amine 15A. The amine was used in the next step without further purification. Data: LC/MS (ESR) m... Yields the product C(C)C=1C=C(C[C@H](C(=O)N2CCN(CC2)C2CCN(CC2)C)N/C(/N2CCC(CC2)N2C(NC3=C(CC2)C=CC=C3)=O)=N/C#N)C=CC1CC (N-[1-{(R)-1-(3,4-diethyl-benzyl)-2-[4-(1-methyl-piperidin-4-yl)-piperazin-1-yl]-2-oxo-ethylamino}-1-[4-(2-oxo-1,2,4,5-tetrahydro-1,3-benzodiazepin-3-yl)-piperidin-1-yl]-meth-(Z)-ylidene]-cyanamide). RXN SMILES: [NH2:1][C@H:2]([CH2:18][C:19]1[CH:24]=[CH:23][C:22]([CH2:25][CH3:26])=[C:21]([CH2:27][CH3:28])[CH:20]=1)[C:3]([N:5]1[CH2:10][CH2:9][N:8]([CH:11]2[CH2:16][CH2:15][N:14]([CH3:17])[CH2:13][CH2:12]2)[CH2:7][CH2:6]1)=[O:4].C(Cl)Cl.[NH:32]1[CH2:37][CH2:36][CH:35]([N:38]2[CH2:44][CH2:43][C:42]3[CH:45]=[CH:46][CH:47]=[CH:48][C:41]=3[NH:40][C:39]2=[O:49])[CH2:34][CH2:33]1>C(#N)C>[CH2:27]([C:21]1[CH:20]=[C:19]([CH:24]=[CH:23][C:22]=1[CH2:25][CH3:26])[CH2:18][C@@H:2]([NH:1]/[C:35](=[N:38]/[C:39]#[N:40])/[N:32]1[CH2:33][CH2:34][CH:35]([N:38]2[CH2:44][CH2:43][C:42]3[CH:45]=[CH:46][CH:47]=[CH:48][C:41]=3[NH:40][C:39]2=[O:49])[CH2:36][CH2:37]1)[C:3]([N:5]1[CH2:10][CH2:9][N:8]([CH:11]2[CH2:16][CH2:15][N:14]([CH3:17])[CH2:13][CH2:12]2)[CH2:7][CH2:6]1)=[O:4])[CH3:28]. Procedure: A mixture of 390 mg (1.01 mmol) (R)-2-amino-3-(3,4-diethyl-phenyl)-1-[4-(1-methylpiperidin-4-yl)-piperazin-1-yl]-propan-1-one, 270 mg (1.01 mmol) diphenylcyano-carbonimidate and 50 mL DCM was stirred for 4 h at RT and then evaporated down under reduced pressure. The residue was combined with 30 mL acetonitrile and 270 mg (1.10 mmol) 3-piperidin-4-yl-1,3,4,5-tetrahydro-1,3-benzodiazepin-2-one and refluxed for 14 h. The reaction mixture was evaporated down under reduced pressure and the residue wa... Solvent: C(C)#N (acetonitrile). Run at time 4 hour. Starting materials: N[C@@H](C(=O)N1CCN(CC1)C1CCN(CC1)C)CC1=CC(=C(C=C1)CC)CC ((R)-2-amino-3-(3,4-diethyl-phenyl)-1-[4-(1-methylpiperidin-4-yl)-piperazin-1-yl]-propan-1-one), diphenylcyano-carbonimidate, C(Cl)Cl (DCM), N1CCC(CC1)N1C(NC2=C(CC1)C=CC=C2)=O (3-piperidin-4-yl-1,3,4,5-tetrahydro-1,3-benzodiazepin-2-one).